Dataset: the Open Reaction Database (ORD), a public repository of structured organic reaction records. Task: describe an organic reaction: reactants, conditions, products, and yield Starting materials: COC(=O)c1ccc2c(c1)CC(C)(C)C(c1cccc(NC(=O)Cc3ccccc3)c1)N2, CO, [Na+], [OH-], O. Yields the product CC1(C)Cc2cc(C(=O)O)ccc2NC1c1cccc(NC(=O)Cc2ccccc2)c1. RXN SMILES: [CH3:1][C:2]1([CH3:32])[CH:3]([c:16]2[cH:17][c:18]([NH:22][C:23]([CH2:24][c:25]3[cH:26][cH:27][cH:28][cH:29][cH:30]3)=[O:31])[cH:19][cH:20][cH:21]2)[NH:4][c:5]2[cH:6][cH:7][c:8]([C:12](=[O:13])[O:14][CH3:15])[cH:9][c:10]2[CH2:11]1.[CH3:35][OH:36].[Na+:34].[OH-:33].[OH2:37]>>[CH3:1][C:2]1([CH3:32])[CH:3]([c:16]2[cH:17][c:18]([NH:22][C:23]([CH2:24][c:25]3[cH:26][cH:27][cH:28][cH:29][cH:30]3)=[O:31])[cH:19][cH:20][cH:21]2)[NH:4][c:5]2[cH:6][cH:7][c:8]([C:12](=[O:13])[OH:14])[cH:9][c:10]2[CH2:11]1.